From a dataset of the Open Reaction Database (ORD), a public repository of structured organic reaction records. describe an organic reaction: reactants, conditions, products, and yield The reactants are Cl (hydrochloric acid), C(#N)CC1=CC=C(O1)C=1N=C(SC1)N=C(N)N (4-(5-cyanomethylfuran-2-yl)-2-(diaminomethyleneamino)thiazole), [OH-].[Na+] (sodium hydroxide). The solvent is O1CCCC1 (tetrahydrofuran), C(C)(=O)OCC (ethyl acetate), O (water), C(C)(=O)OCC (ethyl acetate), O1CCCC1 (tetrahydrofuran). Product: NCCC1=CC=C(O1)C=1N=C(SC1)N=C(N)N (4-[5-(2-aminoethyl)furan-2-yl]-2-(diaminomethyleneamino)thiazole). The yield is 29.0%. Reaction SMILES: [C:1]([CH2:3][C:4]1[O:8][C:7]([C:9]2[N:10]=[C:11]([N:14]=[C:15]([NH2:17])[NH2:16])[S:12][CH:13]=2)=[CH:6][CH:5]=1)#[N:2].Cl.[OH-].[Na+]>O1CCCC1.C(OCC)(=O)C.O>[NH2:2][CH2:1][CH2:3][C:4]1[O:8][C:7]([C:9]2[N:10]=[C:11]([N:14]=[C:15]([NH2:17])[NH2:16])[S:12][CH:13]=2)=[CH:6][CH:5]=1 |f:2.3|. Procedure: To this mixture was dropwise added a mixture of 4-(5-cyanomethylfuran-2-yl)-2-(diaminomethyleneamino)thiazole (16.0 g) in tetrahydrofuran (30 ml) for 30 minutes under ice-cooling and the mixture was stirred for an hour at ambient temperature. The reaction mixture was added to a mixture of ethyl acetate and water and the mixture was adjusted to pH 1 with 6N-hydrochloric acid. The separated aqueous layer was adjusted to pH 10 with 10% aqueous sodium hydroxide and the mixture was extraced with a mi... Reactants: C1CCOC1 (THF), C(C=C)(=O)O (acrylic acid), C(C=C)(=O)OCCO (hydroxyethyl acrylate), C(C)C(C)(CC)OC(C)(CC)CC (diethylethyl ether). The reagents and catalysts are C(C=C)(=O)OCCC (propyl acrylate), CC(C)(C#N)N=NC(C)(C)C#N (AIBN). Yields the product C(C=C)(=O)O.C(C=C)(=O)OCCO.C(C=C)(=O)OCCC (acrylic acid hydroxyethyl acrylate propyl acrylate). As a reaction SMILES: C1C[O:4]CC1.[C:6]([OH:10])(=[O:9])[CH:7]=[CH2:8].[C:11]([O:15][CH2:16][CH2:17][OH:18])(=[O:14])[CH:12]=[CH2:13].[CH2:19]([C:21]([O:25][C:26](CC)([CH2:28][CH3:29])C)(CC)C)[CH3:20]>C(OCCC)(=O)C=C.CC(N=NC(C#N)(C)C)(C#N)C>[C:6]([OH:10])(=[O:9])[CH:7]=[CH2:8].[C:11]([O:15][CH2:16][CH2:17][OH:18])(=[O:14])[CH:12]=[CH2:13].[C:21]([O:25][CH2:26][CH2:28][CH3:29])(=[O:4])[CH:19]=[CH2:20] |f:6.7.8|. Reported procedure: To 20 g of THF were added 8 g of acrylic acid, 1.5 g of hydroxyethyl acrylate, 0.1 g of propyl acrylate, and 0.1 g of AIBN. The resulting mixture was reacted at 67° C. for 3 hours. After reaction, the resulting solution was dropped in diethylethyl ether, thereby obtaining 9.7 g of a photoresist polymer of Formula (Vc). Reactants: IC=1C=NC=C(C1)O (3-iodo-5-hydroxypyridine), [H-].[Na+] (Sodium hydride), CN(C)C=O (DMF), Cl.ClCCCN1CCCCC1 (N-chloropropylpiperidine hydrochloride). The solvent is O (water). Reaction conditions: temperature 0 celsius. The product is IC=1C=CC(N(C1)CCCN1CCCCC1)=O (5-iodo-1-(3-piperidin-1-yl-propyl)-1H-pyridin-2-one). The yield is 40.0%. As a reaction SMILES: [H-].[Na+].[I:3][C:4]1[CH:5]=[N:6][CH:7]=[C:8](O)[CH:9]=1.Cl.Cl[CH2:13][CH2:14][CH2:15][N:16]1[CH2:21][CH2:20][CH2:19][CH2:18][CH2:17]1.CN(C=[O:26])C>O>[I:3][C:4]1[CH:9]=[CH:8][C:7](=[O:26])[N:6]([CH2:13][CH2:14][CH2:15][N:16]2[CH2:21][CH2:20][CH2:19][CH2:18][CH2:17]2)[CH:5]=1 |f:0.1,3.4|. Procedure details: Sodium hydride (0.073 g, 3.0 mmol) was stirred in 4 mL anhydrous DMF under Ar. The solution was cooled to 0° C. and 3-iodo-5-hydroxypyridine (0.305 g, 1.38 mmol) was added gradually. After bubbling had subsided N-chloropropylpiperidine hydrochloride (0.330 g, 1.67 mmol) was added slowly. The reaction was then allowed to warm to ambient temperature. After 40 h the reaction was diluted with water and extracted 3× with EtOAc. The combined organic phases were washed was washed with saturated NaCl (a... Reactants: CCCCc1nc(Cl)c(CO)n1Cc1ccc(C(=O)c2ccccc2C(=O)OC)cc1, CO, Cl, [K+], [OH-], O. Product: CCCCc1nc(Cl)c(CO)n1Cc1ccc(C(=O)c2ccccc2C(=O)O)cc1. RXN SMILES: [CH2:1]([CH2:2][CH2:3][CH3:4])[c:5]1[n:6]([CH2:13][c:14]2[cH:15][cH:16][c:17]([C:20]([c:21]3[c:22]([C:27](=[O:28])[O:29][CH3:30])[cH:23][cH:24][cH:25][cH:26]3)=[O:31])[cH:18][cH:19]2)[c:7]([CH2:11][OH:12])[c:8]([Cl:10])[n:9]1.[CH3:34][OH:35].[ClH:36].[K+:33].[OH-:32].[OH2:37]>>[CH2:1]([CH2:2][CH2:3][CH3:4])[c:5]1[n:6]([CH2:13][c:14]2[cH:15][cH:16][c:17]([C:20]([c:21]3[c:22]([C:27](=[O:28])[OH:29])[cH:23][cH:24][cH:25][cH:26]3)=[O:31])[cH:18][cH:19]2)[c:7]([CH2:11][OH:12])[c:8]([Cl:10])[n:9]1. Reactants: C=CCc1ccc(F)c(-c2ccc(Cl)cc2C)c1O, ClCCl. The product is CC=Cc1ccc(F)c(-c2ccc(Cl)cc2C)c1O. As a reaction SMILES: [CH2:1]([CH:2]=[CH2:3])[c:4]1[c:5]([OH:19])[c:6](-[c:11]2[c:12]([CH3:18])[cH:13][c:14]([Cl:17])[cH:15][cH:16]2)[c:7]([F:10])[cH:8][cH:9]1.[CH2:20]([Cl:21])[Cl:22]>>[CH:1](=[CH:2][CH3:3])[c:4]1[c:5]([OH:19])[c:6](-[c:11]2[c:12]([CH3:18])[cH:13][c:14]([Cl:17])[cH:15][cH:16]2)[c:7]([F:10])[cH:8][cH:9]1.